Dataset: the Open Reaction Database (ORD), a public repository of structured organic reaction records. Task: describe an organic reaction: reactants, conditions, products, and yield The reactants are O=C(O)C1CCC(=O)N1C(=O)OCc1ccccc1, CN(C)c1ccccn1, CC1CC(O)CC(C)(C)C1, CN(C)C=O, C(=NC1CCCCC1)=NC1CCCCC1. Yields the product CC1CC(OC(=O)C2CCC(=O)N2C(=O)OCc2ccccc2)CC(C)(C)C1. RXN SMILES: [CH2:1]([c:2]1[cH:3][cH:4][cH:5][cH:6][cH:7]1)[O:8][C:9](=[O:10])[N:11]1[CH:12]([C:17](=[O:18])[OH:19])[CH2:13][CH2:14][C:15]1=[O:16].[CH3:20][N:21]([c:22]1[cH:23][cH:24][cH:25][cH:26][n:27]1)[CH3:28].[CH3:29][CH:30]1[CH2:31][CH:32]([OH:33])[CH2:34][C:35]([CH3:36])([CH3:37])[CH2:38]1.[CH3:54][N:55]([CH3:56])[CH:57]=[O:58].[CH:39]1([N:40]=[C:41]=[N:42][CH:43]2[CH2:44][CH2:45][CH2:46][CH2:47][CH2:48]2)[CH2:49][CH2:50][CH2:51][CH2:52][CH2:53]1>>[CH2:1]([c:2]1[cH:3][cH:4][cH:5][cH:6][cH:7]1)[O:8][C:9](=[O:10])[N:11]1[CH:12]([C:17](=[O:18])[O:19][CH:32]2[CH2:31][CH:30]([CH3:29])[CH2:38][C:35]([CH3:36])([CH3:37])[CH2:34]2)[CH2:13][CH2:14][C:15]1=[O:16]. The reactants are [H-].[Na+] (Sodium hydride), ICC (iodoethane), O1CCCC1 (tetrahydrofuran), NC=1C=C(C=CC1)S (3-aminobenzenethiol). Run in O (Water), CN(C=O)C (N,N-dimethylformamide). Reaction conditions: time 5 minute. The product is C(C)SC=1C=C(N)C=CC1 (3-(Ethylthio)aniline). The yield is 82.0%. As a reaction SMILES: [H-].[Na+].O1CC[CH2:5][CH2:4]1.[NH2:8][C:9]1[CH:10]=[C:11]([SH:15])[CH:12]=[CH:13][CH:14]=1.ICC>O.CN(C)C=O>[CH2:4]([S:15][C:11]1[CH:10]=[C:9]([CH:14]=[CH:13][CH:12]=1)[NH2:8])[CH3:5] |f:0.1|. Reported procedure: Sodium hydride (60% in oil, 2.3 g) was suspended in a mixed solvent of tetrahydrofuran (35 mL) and N,N-dimethylformamide (15 mL), and 3-aminobenzenethiol (5.0 g) was added dropwise at room temperature. The mixture was stirred at the same temperature for 5 min, iodoethane (6.86 g) was added, and the mixture was stirred for 30 min. Water was added to the reaction mixture, and the mixture was extracted with ethyl acetate. The extract was washed with saturated brine, dried over anhydrous sodium sulf... Reactants: N[C@@H](CCSC)CO (L-methioninol), N1(CCOCC1)CC1=CC=C(C=C1)C1=NC2(C(O1)=O)CCCCC2 (2-[4-(4-morpholinylmethyl)phenyl]-3-oxa-1-azaspiro[4.5]dec-1-en-4-one), O (Water). The solvent is CN(C=O)C (N,N-dimethylformamide). Run at time 8 hour. Product: N1(CCOCC1)CC1=CC=C(C=C1)C(=O)NC1(CCCCC1)C(=O)N[C@@H](CCSC)CO (N-[[1-[[[4-(4-Morpholinylmethyl)phenyl]carbonyl]amino]cyclohexyl]carbonyl]-L-methioninol). Yield: 48.3%. RXN SMILES: [NH2:1][C@H:2]([CH2:7][OH:8])[CH2:3][CH2:4][S:5][CH3:6].[N:9]1([CH2:15][C:16]2[CH:21]=[CH:20][C:19]([C:22]3[O:26][C:25](=[O:27])[C:24]4([CH2:32][CH2:31][CH2:30][CH2:29][CH2:28]4)[N:23]=3)=[CH:18][CH:17]=2)[CH2:14][CH2:13][O:12][CH2:11][CH2:10]1.O>CN(C)C=O>[N:9]1([CH2:15][C:16]2[CH:17]=[CH:18][C:19]([C:22]([NH:23][C:24]3([C:25]([NH:1][C@H:2]([CH2:7][OH:8])[CH2:3][CH2:4][S:5][CH3:6])=[O:27])[CH2:28][CH2:29][CH2:30][CH2:31][CH2:32]3)=[O:26])=[CH:20][CH:21]=2)[CH2:14][CH2:13][O:12][CH2:11][CH2:10]1. Reported procedure: 43 mg (0.32 mmol) of L-methioninol was added to a solution of 100 mg (0.29 mmol) of 2-[4-(4-morpholinylmethyl)phenyl]-3-oxa-1-azaspiro[4.5]dec-1-en-4-one in 3 ml of N,N-dimethylformamide, the mixture was stirred overnight. Water was slowly added, and the precipitated crystal was collected by filtration. The obtained crystal was dried under reduced pressure to obtain 65 mg (49%) of the title compound. As a reaction SMILES: [F:1][C:2]1[CH:23]=[CH:22][C:5]([NH:6][C:7]2[CH:19]=[C:18]([CH:20]=[CH2:21])[CH:17]=[CH:16][C:8]=2[C:9]([O:11][C:12]([CH3:15])([CH3:14])[CH3:13])=[O:10])=[CH:4][CH:3]=1.I[C:25]1[CH:30]=[CH:29][C:28]([NH:31][C:32](=[O:34])[CH3:33])=[CH:27][CH:26]=1.C1(CNCC2CCCCC2)CCCCC1.C(O)(=O)CC(CC(O)=O)(C(O)=O)O>C([O-])(=O)C.[Pd+2].C([O-])(=O)C.C(OCC)(=O)C.CN(C)C(=O)C>[C:32]([NH:31][C:28]1[CH:29]=[CH:30][C:25](/[CH:21]=[CH:20]/[C:18]2[CH:17]=[CH:16][C:8]([C:9]([O:11][C:12]([CH3:15])([CH3:13])[CH3:14])=[O:10])=[C:7]([NH:6][C:5]3[CH:22]=[CH:23][C:2]([F:1])=[CH:3][CH:4]=3)[CH:19]=2)=[CH:26][CH:27]=1)(=[O:34])[CH3:33] |f:4.5.6|. Reagents/catalysts: C(C)(=O)[O-].[Pd+2].C(C)(=O)[O-] (palladium acetate). Reported procedure: To N,N-dimethylacetamide 3.0 mL solution of tert-butyl 2-(4-fluoroanilino)-4-vinylbenzoate 0.15 g were added N-(4-iodophenyl)acetamide 0.37 g, N,N-dicyclohexylmethylamine 0.41 mL and palladium acetate 5.4 mg at room temperature, and it was stirred at 130° C. for 4 hours. After the reaction mixture was cooled to room temperature, ethyl acetate and 10% citric acid aqueous solution were added to it. The organic layer was separated and collected, and the solvent was removed under reduced pressure af... The product is C(C)(=O)NC1=CC=C(C=C1)/C=C/C1=CC(=C(C(=O)OC(C)(C)C)C=C1)NC1=CC=C(C=C1)F (tert-butyl 4-((E)-2-(4-(acetamido)phenyl)vinyl)-2-(4-fluoroanilino)benzoate). Starting materials: FC1=CC=C(NC2=C(C(=O)OC(C)(C)C)C=CC(=C2)C=C)C=C1 (tert-butyl 2-(4-fluoroanilino)-4-vinylbenzoate), IC1=CC=C(C=C1)NC(C)=O (N-(4-iodophenyl)acetamide), C1(CCCCC1)CNCC1CCCCC1 (N,N-dicyclohexylmethylamine), C(CC(O)(C(=O)O)CC(=O)O)(=O)O (citric acid). Run at temperature 130 celsius, time 4 hour. Solvent: CN(C(C)=O)C (N,N-dimethylacetamide), C(C)(=O)OCC (ethyl acetate). Starting materials: COc1cc2c(cc1[N+](=O)[O-])N(C(=O)C(C)(C)O)CC2, CCOC(C)=O, CCO, N#N. Product: COc1cc2c(cc1N)N(C(=O)C(C)(C)O)CC2. RXN SMILES: [CH3:1][C:2]([C:3](=[O:4])[N:5]1[CH2:6][CH2:7][c:8]2[cH:9][c:10]([O:17][CH3:18])[c:11]([N+:14]([O-:15])=[O:16])[cH:12][c:13]21)([CH3:19])[OH:20].[CH3:23][CH2:24][O:25][C:26](=[O:27])[CH3:28].[CH3:29][CH2:30][OH:31].[N:21]#[N:22]>>[CH3:1][C:2]([C:3](=[O:4])[N:5]1[CH2:6][CH2:7][c:8]2[cH:9][c:10]([O:17][CH3:18])[c:11]([NH2:14])[cH:12][c:13]21)([CH3:19])[OH:20].